From a dataset of the Open Reaction Database (ORD), a public repository of structured organic reaction records. describe an organic reaction: reactants, conditions, products, and yield Reactants: CCOC(=O)CCCCCCCl, O=c1[nH]cc(-c2ccccc2)n1-c1ccc(Cl)cc1, [I-], [Na+], CN(C)C=O. Product: CCOC(=O)CCCCCCn1cc(-c2ccccc2)n(-c2ccc(Cl)cc2)c1=O. Reaction SMILES: [CH2:22]([CH3:23])[O:24][C:25]([CH2:26][CH2:27][CH2:28][CH2:29][CH2:30][CH2:31][Cl:32])=[O:33].[Cl:3][c:4]1[cH:5][cH:6][c:7](-[n:10]2[c:11](=[O:21])[nH:12][cH:13][c:14]2-[c:15]2[cH:16][cH:17][cH:18][cH:19][cH:20]2)[cH:8][cH:9]1.[I-:1].[Na+:2].[O:34]=[CH:35][N:36]([CH3:37])[CH3:38]>>[Cl:3][c:4]1[cH:5][cH:6][c:7](-[n:10]2[c:11](=[O:21])[n:12]([CH2:31][CH2:30][CH2:29][CH2:28][CH2:27][CH2:26][C:25]([O:24][CH2:22][CH3:23])=[O:33])[cH:13][c:14]2-[c:15]2[cH:16][cH:17][cH:18][cH:19][cH:20]2)[cH:8][cH:9]1. Reactants: C(C=1C(O)=CC=CC1)(=O)OC(C)CC#CCC (4-Heptyn-2-yl salicylate). The reagents and catalysts are [Pd] (palladium on bariumsulfate). The solvent is C(C)O (ethanol). Yields the product C(C=1C(O)=CC=CC1)(=O)OC(C)C\C=C/CC ((Z)-4-hepten-2-yl salicylate). Yield: 92.2%. As a reaction SMILES: [C:1]([O:10][CH:11]([CH2:13][C:14]#[C:15][CH2:16][CH3:17])[CH3:12])(=[O:9])[C:2]1[C:3](=[CH:5][CH:6]=[CH:7][CH:8]=1)[OH:4]>[Pd].C(O)C>[C:1]([O:10][CH:11]([CH2:13]/[CH:14]=[CH:15]\[CH2:16][CH3:17])[CH3:12])(=[O:9])[C:2]1[C:3](=[CH:5][CH:6]=[CH:7][CH:8]=1)[OH:4]. Procedure details: 4-Heptyn-2-yl salicylate (24.6 g; 0.1 mol) dissolved in 30 ml abs. ethanol are stirred over palladium on bariumsulfate (0.4 g; 0.02 mol) and under hydrogen for 3 hours. Filtration over Celite and evaporation of the ethanol under reduced pressure gives 26.2 g crude product which is distilled over a Vigreux column giving 23.5 g (96%) of a slightly yellowish oil at 98° C./0.1 Torr (0.133 mbar). Redistillation under the same conditions gives 21.6 g (88%) of colorless (Z)-4-hepten-2-yl salicylate. Starting materials: COC(C(C(=O)C)Cl)=O (2-chloroacetoacetate methyl ester), NC1=C(OCCC#N)C=CC=C1 (3-(2-aminophenoxy)propanenitrile), C(C)(=O)O (acetic acid), N(=O)[O-].[Na+] (sodium nitrite). Solvent: Cl (Hydrogen chloride), O (water). Reaction conditions: temperature 0 celsius, time 20 minute. Product: ClC(C(=O)OC)=NNC1=C(C=CC=C1)OCCC#N (Methyl 2-chloro-2-(2-(2-(2-cyanoethoxy)phenyl)hydrazono)acetate). Reaction SMILES: [NH2:1][C:2]1[CH:12]=[CH:11][CH:10]=[CH:9][C:3]=1[O:4][CH2:5][CH2:6][C:7]#[N:8].C(O)(=O)C.[N:17]([O-])=O.[Na+].[CH3:21][O:22][C:23](=[O:29])[CH:24]([Cl:28])C(C)=O>Cl.O>[Cl:28][C:24](=[N:17][NH:1][C:2]1[CH:12]=[CH:11][CH:10]=[CH:9][C:3]=1[O:4][CH2:5][CH2:6][C:7]#[N:8])[C:23]([O:22][CH3:21])=[O:29] |f:2.3|. Procedure details: To aniline 84 (1.65 g, 10.2 mmol) in acetic acid (6.80 mL, 120 mmol) and 2 M of Hydrogen chloride in water (13.59 mL), then sodium nitrite (1.0290 g, 14.914 mmol;) was added while stirring vigorously at 0° C. (FIG. 18). After 20 minutes, 2-chloroacetoacetate methyl ester (1.5317 g, 10.173 mmol) was added dropwise via syringe and the mixture was warmed to room temperature over 5 hours. Then, the organic layer was extracted twice with 100 mL diethyl ether and dried with sodium sulfate, and concent... Starting materials: C(Cl)Cl (methylene chloride), [OH-].[Na+] (sodium hydroxide), C(=O)(Cl)Cl (phosgene), [OH-].[Na+] (NaOH), [OH-].[Na+] (sodium hydroxide), C1(=CC=CC=C1)O (phenol), [OH-].[Na+] (NaOH). The solvent is O (water). Reaction conditions: temperature 33 celsius. Yields the product C(OC1=CC=CC=C1)(OC1=CC=CC=C1)=O (diphenyl carbonate). As a reaction SMILES: [OH-:1].[Na+].C(Cl)Cl.[C:6](Cl)(Cl)=[O:7].[C:10]1([OH:16])[CH:15]=[CH:14][CH:13]=[CH:12][CH:11]=1>O>[C:6](=[O:7])([O:1][C:10]1[CH:15]=[CH:14][CH:13]=[CH:12][CH:11]=1)[O:16][C:10]1[CH:15]=[CH:14][CH:13]=[CH:12][CH:11]=1 |f:0.1|. Procedure details: In a vertical, cooled tube reactor, a mixture of 145.2 kg/h of 14.5% strength sodium hydroxide solution, produced by diluting 65.8 kg/h of a 32.0% strength sodium hydroxide solution with 79.4 kg/h of deionized water (DI water), and 48.3 kg/h of phenol was continuously combined with a solution of 86.2 kg/h of methylene chloride and 27.5 kg/h of phosgene (8 mol % excess based on phenol). This reaction mixture was cooled to a temperature of 33° C. and after an average residence time of 15 seconds, ... Reactants: C([O-])([O-])=O.[Na+].[Na+] (sodium carbonate), 34.1, C(C)OC1CN(CCC1(OC)OC)C(=O)OCC (ethyl 3-ethoxy-4,4-dimethoxy-1-piperidinecarboxylate), S(O)(O)(=O)=O (sulfuric acid). The solvent is O (water). Product: 21.1, C(C)OC1CN(CCC1=O)C(=O)OCC (ethyl 3-ethoxy-4-oxo-1-piperidinecarboxylate). RXN SMILES: [CH2:1]([O:3][CH:4]1[C:9](OC)([O:10]C)[CH2:8][CH2:7][N:6]([C:14]([O:16][CH2:17][CH3:18])=[O:15])[CH2:5]1)[CH3:2].S(=O)(=O)(O)O.C(=O)([O-])[O-].[Na+].[Na+]>O>[CH2:1]([O:3][CH:4]1[C:9](=[O:10])[CH2:8][CH2:7][N:6]([C:14]([O:16][CH2:17][CH3:18])=[O:15])[CH2:5]1)[CH3:2] |f:2.3.4|. Reported procedure: A mixture of 34.1 parts of ethyl 3-ethoxy-4,4-dimethoxy-1-piperidinecarboxylate and 1110 parts of a sulfuric acid solution 1% in water was stirred and refluxed for 3 hours. The reaction mixture was cooled and saturated with sodium carbonate. The product was extracted with dichloromethane. The extract was washed with a small amount of water, dried, filtered and evaporated. The residue was stirred in petroleumether. The product was separated and distilled, yielding 21.1 parts of ethyl 3-ethoxy-4-o... The reactants are N1C(CCCC1)CC=1SC2=C(N1)C=CC=C2 (2-piperidin-2-ylmethyl-benzothiazole), FC1=CC=C(C=C1)C=1C(=NN(C1)C)C(=O)O (4-(4-fluorophenyl)-1-methyl-1-H-pyrazol-3-carboxylic acid). The product is S1C(=NC2=C1C=CC=C2)CC2N(CCCC2)C(=O)C2=NN(C=C2C2=CC=C(C=C2)F)C ((RS)-1-(2-Benzothiazol-2-ylmethylpiperidin-1-yl)-1-[4-(4-fluorophenyl)-1-methyl-1-H-pyrazol-3-yl]-methanone). As a reaction SMILES: [NH:1]1[CH2:6][CH2:5][CH2:4][CH2:3][CH:2]1[CH2:7][C:8]1[S:9][C:10]2[CH:16]=[CH:15][CH:14]=[CH:13][C:11]=2[N:12]=1.[F:17][C:18]1[CH:23]=[CH:22][C:21]([C:24]2[C:25]([C:30](O)=[O:31])=[N:26][N:27]([CH3:29])[CH:28]=2)=[CH:20][CH:19]=1>>[S:9]1[C:10]2[CH:16]=[CH:15][CH:14]=[CH:13][C:11]=2[N:12]=[C:8]1[CH2:7][CH:2]1[CH2:3][CH2:4][CH2:5][CH2:6][N:1]1[C:30]([C:25]1[C:24]([C:21]2[CH:22]=[CH:23][C:18]([F:17])=[CH:19][CH:20]=2)=[CH:28][N:27]([CH3:29])[N:26]=1)=[O:31]. Procedure details: The title compound (0.210 g) was prepared from 2-piperidin-2-ylmethyl-benzothiazole, D30 (0.135 g) and 4-(4-fluorophenyl)-1-methyl-1-H-pyrazol-3-carboxylic acid (0.135 g) using the procedure described in Example 60. Starting materials: ClC1=CC=C(C=C1)C1C(CN(CC1CCC)C(=O)OC(C)(C)C)O (tert-butyl (3RS,4RS,5SR)-4-(4-chloro-phenyl)-3-hydroxy-5-propyl-piperidine-1-carboxylate), COC1=CC=C(CCl)C=C1 (4-methoxybenzyl chloride). Product: ClC1=CC=C(C=C1)C1C(CN(CC1CCC)C(=O)OC(C)(C)C)OCC1=CC=C(C=C1)OC (tert-butyl (3RS,4RS,5SR)-4-(4-chloro-phenyl)-3-(4-methoxy-benzyloxy)-5-propyl-piperidine-1-carboxylate). Reaction SMILES: [Cl:1][C:2]1[CH:7]=[CH:6][C:5]([CH:8]2[CH:13]([CH2:14][CH2:15][CH3:16])[CH2:12][N:11]([C:17]([O:19][C:20]([CH3:23])([CH3:22])[CH3:21])=[O:18])[CH2:10][CH:9]2[OH:24])=[CH:4][CH:3]=1.[CH3:25][O:26][C:27]1[CH:34]=[CH:33][C:30]([CH2:31]Cl)=[CH:29][CH:28]=1>>[Cl:1][C:2]1[CH:3]=[CH:4][C:5]([CH:8]2[CH:13]([CH2:14][CH2:15][CH3:16])[CH2:12][N:11]([C:17]([O:19][C:20]([CH3:23])([CH3:22])[CH3:21])=[O:18])[CH2:10][CH:9]2[O:24][CH2:31][C:30]2[CH:33]=[CH:34][C:27]([O:26][CH3:25])=[CH:28][CH:29]=2)=[CH:6][CH:7]=1. Procedure details: In an analogous manner to that described in Example 62(h), by alkylating tert-butyl (3RS,4RS,5SR)-4-(4-chloro-phenyl)-3-hydroxy-5-propyl-piperidine-1-carboxylate with 4-methoxybenzyl chloride there was obtained tert-butyl (3RS,4RS,5SR)-4-(4-chloro-phenyl)-3-(4-methoxy-benzyloxy)-5-propyl-piperidine-1-carboxylate as a colourless solid, MS: 416 (M-C4H9)+. Reaction SMILES: [Cl:1][C:2]1[CH:3]=[CH:4][C:5]2[NH:11][C:10](=S)[CH2:9][N:8]=[C:7]([C:13]3[CH:18]=[CH:17][CH:16]=[CH:15][CH:14]=3)[C:6]=2[CH:19]=1.[C:20]([CH2:22][C:23]([NH:25][NH2:26])=O)#[N:21]>C(O)CCC>[Cl:1][C:2]1[CH:3]=[CH:4][C:5]2[N:11]3[C:23]([CH2:22][C:20]#[N:21])=[N:25][N:26]=[C:10]3[CH2:9][N:8]=[C:7]([C:13]3[CH:18]=[CH:17][CH:16]=[CH:15][CH:14]=3)[C:6]=2[CH:19]=1. The solvent is C(CCC)O (n-butylalcohol). Reported procedure: A mixture of 1,3-dihydro-7-chloro-5-phenyl-2H-1,4-benzodiazepine-2-thione (5.72 g., 0.02 mole), cyanoacetic acid hydrazide (5.95 g., 0.06 mole) and n-butylalcohol (275 ml.) is refluxed for 7.5 hours with a slow stream of nitrogen bubbling through the mixture. The mixture is then concentrated in vacuo. The resulting residue is suspended in water and extracted with methylene chloride. The extract was dried and concentrated. The residue is chromatographed on silica gel (400 g.) with 2% methanol- 98... Yields the product ClC=1C=CC2=C(C(=NCC=3N2C(=NN3)CC#N)C3=CC=CC=C3)C1 (8-Chloro-6-phenyl-4H-s-triazolo[4,3-a][1,4]-benzodiazepine-1-acetonitrile). Starting materials: ClC=1C=CC2=C(C(=NCC(N2)=S)C2=CC=CC=C2)C1 (1,3-dihydro-7-chloro-5-phenyl-2H-1,4-benzodiazepine-2-thione), C(#N)CC(=O)NN (cyanoacetic acid hydrazide), 8-chloro-6-phenyl-4H-s-triazolo[4,3a][1,4]benzodiazepine-1-acetonitrile. Starting materials: O (Water), CC(C)(C)S (2-Methyl-2-propanethiol), C([O-])([O-])=O.[K+].[K+] (potassium carbonate), CC(C)(C)S (2-methyl-2-propanethiol), C([O-])([O-])=O.[K+].[K+] (Potassium carbonate), CC(C)(C)S (2-methyl-2-propanethiol), ClC1=C(C(=O)OCC)C=CC(=C1)[N+](=O)[O-] (Ethyl 2-chloro-4-nitrobenzoate), CC(C)(C)S (2-methyl-2-propanethiol). Solvent: CC(=O)C (acetone). Conditions: time 8 hour. The product is ClC1=C(C(=O)OCC)C=CC(=C1)SC(C)(C)C (ethyl 2-chloro-4-(1,1-dimethylethylsulphenyl)benzoate). Isolated yield 101.8%. RXN SMILES: [CH3:1][C:2]([SH:5])([CH3:4])[CH3:3].C(=O)([O-])[O-].[K+].[K+].[Cl:12][C:13]1[CH:23]=[C:22]([N+]([O-])=O)[CH:21]=[CH:20][C:14]=1[C:15]([O:17][CH2:18][CH3:19])=[O:16].O>CC(C)=O>[Cl:12][C:13]1[CH:23]=[C:22]([S:5][C:2]([CH3:4])([CH3:3])[CH3:1])[CH:21]=[CH:20][C:14]=1[C:15]([O:17][CH2:18][CH3:19])=[O:16] |f:1.2.3|. Reported procedure: 2-Methyl-2-propanethiol (7.47 g) was added to a suspension of potassium carbonate (9.52 g) in acetone. Ethyl 2-chloro-4-nitrobenzoate (10 g) was added and the mixture was stirred at room temperature overnight. Further 2-methyl-2-propanethiol (1.0 g) was added and the mixture was stirred and heated to 30° C. for 1 hour. Further 2-methyl-2-propanethiol (1.0 g) was added and the mixture was stirred and heated at reflux for 0.5 hours. Potassium carbonate (9.52 g) and 2-methyl-2-propanethiol was adde...